From a dataset of the Open Reaction Database (ORD), a public repository of structured organic reaction records. describe an organic reaction: reactants, conditions, products, and yield Reactants: CCS, COc1ccc2[nH]ccc2c1C, Cl[Al](Cl)Cl, ClCCl, [Na+], O=C([O-])O, O. The product is Cc1c(O)ccc2[nH]ccc12. RXN SMILES: [CH2:17]([SH:18])[CH3:19].[CH3:1][O:2][c:3]1[c:4]([CH3:12])[c:5]2[cH:6][cH:7][nH:8][c:9]2[cH:10][cH:11]1.[Cl:13][Al:14]([Cl:15])[Cl:16].[Cl:25][CH2:26][Cl:27].[Na+:24].[O-:20][C:21]([OH:22])=[O:23].[OH2:28]>>[OH:2][c:3]1[c:4]([CH3:12])[c:5]2[cH:6][cH:7][nH:8][c:9]2[cH:10][cH:11]1. Reactants: C(C)(C)(C)OC(C1=C(C=C(C=C1)C(C[C@](C(F)(F)F)(C[N+](=O)[O-])C1=CC(=CC(=C1)Cl)Cl)=O)C)=O (4-[(R)-3-(3,5-dichloro-phenyl)-4,4,4-trifluoro-3-nitromethyl-butyryl]-2-methyl-benzoic acid tert-butyl ester), suspension. The reagents and catalysts are [Ni] (Raney Nickel). The solvent is C(C)O (ethanol), O (water). Reaction conditions: time 1 hour. Yields the product C(C)(C)(C)OC(C1=C(C=C(C=C1)C1=NC[C@](C1)(C(F)(F)F)C1=CC(=CC(=C1)Cl)Cl)C)=O (4-[(R)-4-(3,5-Dichloro-phenyl)-4-trifluoromethyl-4,5-dihydro-3H-pyrrol-2-yl]-2-methyl-benzoic acid tert-butyl ester). Yield: 85.9%. RXN SMILES: [C:1]([O:5][C:6](=[O:34])[C:7]1[CH:12]=[CH:11][C:10]([C:13](=O)[CH2:14][C@@:15]([C:24]2[CH:29]=[C:28]([Cl:30])[CH:27]=[C:26]([Cl:31])[CH:25]=2)([CH2:20][N+:21]([O-])=O)[C:16]([F:19])([F:18])[F:17])=[CH:9][C:8]=1[CH3:33])([CH3:4])([CH3:3])[CH3:2]>C(O)C.[Ni].O>[C:1]([O:5][C:6](=[O:34])[C:7]1[CH:12]=[CH:11][C:10]([C:13]2[CH2:14][C@:15]([C:24]3[CH:29]=[C:28]([Cl:30])[CH:27]=[C:26]([Cl:31])[CH:25]=3)([C:16]([F:19])([F:18])[F:17])[CH2:20][N:21]=2)=[CH:9][C:8]=1[CH3:33])([CH3:4])([CH3:3])[CH3:2]. Procedure: Alternatively, the title compound can be obtained by carrying out the following experiment: To a vigorously stirred solution of 4-[(R)-3-(3,5-dichloro-phenyl)-4,4,4-trifluoro-3-nitromethyl-butyryl]-2-methyl-benzoic acid tert-butyl ester (100 mg) in ethanol (6 mL) was added Raney Nickel (1.44 g, 50% suspension in water, previously washed with dry ethanol) and the reaction was stirred at room temperature under hydrogen (1 atm) for one hour. Then the solution was filtered over celite, and the resul... Starting materials: [H][H] (hydrogen), CC1=CC=C(C=C1)C(CP(OCC)(=O)C(OCC)OCC)C[N+](=O)[O-] (ethyl 2-(4-methylphenyl)-3-nitropropyl(diethoxymethyl)phosphinate), solution, N (ammonia). Reagents/catalysts: [Ni] (Raney Nickel). Run in C(C)O (ethanol), C(C)O (ethanol). Product: NCC(CP(OCC)(=O)C(OCC)OCC)C1=CC=C(C=C1)C (ethyl 3-amino-2-(4-methylphenyl)propyl(diethoxymethyl)phosphinate). As a reaction SMILES: [CH3:1][C:2]1[CH:7]=[CH:6][C:5]([CH:8]([CH2:22][N+:23]([O-])=O)[CH2:9][P:10]([CH:15]([O:19][CH2:20][CH3:21])[O:16][CH2:17][CH3:18])(=[O:14])[O:11][CH2:12][CH3:13])=[CH:4][CH:3]=1.N.[H][H]>C(O)C.[Ni]>[NH2:23][CH2:22][CH:8]([C:5]1[CH:4]=[CH:3][C:2]([CH3:1])=[CH:7][CH:6]=1)[CH2:9][P:10]([CH:15]([O:19][CH2:20][CH3:21])[O:16][CH2:17][CH3:18])(=[O:14])[O:11][CH2:12][CH3:13]. Procedure: A solution of 6.5 g of ethyl 2-(4-methylphenyl)-3-nitropropyl(diethoxymethyl)phosphinate in 60 ml of ethanol is added to 52 g of an 8% solution of ammonia in ethanol. To this are added 8 ml of Raney Nickel and the resulting mixture is hydrogenated at 1 bar until the theoretical amount of hydrogen has been taken up. The mixture is then filtered and the filtrate is concentrated under reduced pressure to give ethyl 3-amino-2-(4-methylphenyl)propyl(diethoxymethyl)phosphinate as a viscous oil, 31 p=+... Reactants: O=C(Br)CBr, CC(C)CNCC(=O)N1CCOCC1, C1CCOC1. Product: CC(C)CN(CC(=O)N1CCOCC1)C(=O)CBr. RXN SMILES: [Br:15][CH2:16][C:17](=[O:18])[Br:19].[CH2:1]([CH:2]([CH3:3])[CH3:4])[NH:5][CH2:6][C:7](=[O:8])[N:9]1[CH2:10][CH2:11][O:12][CH2:13][CH2:14]1.[CH2:20]1[O:21][CH2:22][CH2:23][CH2:24]1>>[CH2:1]([CH:2]([CH3:3])[CH3:4])[N:5]([CH2:6][C:7](=[O:8])[N:9]1[CH2:10][CH2:11][O:12][CH2:13][CH2:14]1)[C:17]([CH2:16][Br:15])=[O:18]. The reactants are CN(C)CC1=CC2=C(CN(CC2)S(=O)(=O)C2=CC=C(C=C2)C(C2=CC=CC=C2)=O)O1 (N,N-Dimethyl-[6-(4-benzoylphenylsulfonyl)-4,5,6,7-tetrahydrofuro[2,3-c]pyridin-2-ylmethyl]amine), Cl (hydrogen chloride). The solvent is CO (methanol), CO (methanol). Product: Cl.CN(C)CC1=CC2=C(CN(CC2)S(=O)(=O)C2=CC=C(C=C2)C(C2=CC=CC=C2)=O)O1 (N,N-dimethyl-[6-(4-benzoylphenylsulfonyl)-4,5,6,7-tetrahydrofuro[2,3-c]pyridin-2-ylmethyl]amine hydrochloride). RXN SMILES: [CH3:1][N:2]([CH2:4][C:5]1[O:30][C:8]2[CH2:9][N:10]([S:13]([C:16]3[CH:21]=[CH:20][C:19]([C:22](=[O:29])[C:23]4[CH:28]=[CH:27][CH:26]=[CH:25][CH:24]=4)=[CH:18][CH:17]=3)(=[O:15])=[O:14])[CH2:11][CH2:12][C:7]=2[CH:6]=1)[CH3:3].[ClH:31]>CO>[ClH:31].[CH3:3][N:2]([CH2:4][C:5]1[O:30][C:8]2[CH2:9][N:10]([S:13]([C:16]3[CH:21]=[CH:20][C:19]([C:22](=[O:29])[C:23]4[CH:28]=[CH:27][CH:26]=[CH:25][CH:24]=4)=[CH:18][CH:17]=3)(=[O:15])=[O:14])[CH2:11][CH2:12][C:7]=2[CH:6]=1)[CH3:1] |f:3.4|. Procedure details: N,N-Dimethyl-[6-(4-benzoylphenylsulfonyl)-4,5,6,7-tetrahydrofuro[2,3-c]pyridin-2-ylmethyl]amine 79 mg was dissolved in 2 ml of methanol; hydrogen chloride in methanol was added in excess, followed by stirring. This mixture was concentrated to yield the desired product. Reactants: FC1=C(C(=O)NC2CCN(CC2)C)C=C(C(=C1)[N+](=O)[O-])OC (2-fluoro-5-methoxy-N-(1-methyl-4-piperidyl)-4-nitro-benzamide). Reagents/catalysts: [Pd] (Palladium on Carbon). The solvent is CO (Methanol). Conditions: temperature 25 celsius, time 18 hour. Yields the product NC1=CC(=C(C(=O)NC2CCN(CC2)C)C=C1OC)F (4-amino-2-fluoro-5-methoxy-N-(1-methyl-4-piperidyl)benzamide). Reaction SMILES: [F:1][C:2]1[CH:17]=[C:16]([N+:18]([O-])=O)[C:15]([O:21][CH3:22])=[CH:14][C:3]=1[C:4]([NH:6][CH:7]1[CH2:12][CH2:11][N:10]([CH3:13])[CH2:9][CH2:8]1)=[O:5]>[Pd].CO>[NH2:18][C:16]1[C:15]([O:21][CH3:22])=[CH:14][C:3]([C:4]([NH:6][CH:7]2[CH2:12][CH2:11][N:10]([CH3:13])[CH2:9][CH2:8]2)=[O:5])=[C:2]([F:1])[CH:17]=1. Procedure details: 2-fluoro-5-methoxy-N-(1-methyl-4-piperidyl)-4-nitro-benzamide Intermediate 28; 1.3 g, 4.2 mmol) 10% Palladium on Carbon (100 mg) and Methanol (50 mL) were combined and stirred at 25° C. under Hydrogen at 1 bar pressure for 18 hours. The reactants are FC=1C=CC(=C(C1)C(CC1(OC1)C(F)(F)F)(C)C)OC (racemic 2-{2-[5-fluoro-2-(methyloxy)phenyl]-2-methylpropyl}-2-(trifluoromethyl)oxirane), NC1=C2C=NN(C2=CC(=C1)C)C=1C=C(C(=O)OCC2=CC=CC=C2)C=CC1 (phenylmethyl 3-(4-amino-6-methyl-1H-indazol-1-yl)benzoate), NC1=C2C=NN(C2=CC(=C1)C)C=1C=C(C(=O)OCC2=CC=CC=C2)C=CC1 (phenylmethyl 3-(4-amino-6-methyl-1H-indazol-1-yl)benzoate), [O-]S(=O)(=O)C(F)(F)F.[Yb+3].[O-]S(=O)(=O)C(F)(F)F.[O-]S(=O)(=O)C(F)(F)F (ytterbium(III) triflate). Solvent: C(C)#N (acetonitrile). Run at temperature 85 celsius, time 21 hour. The product is FC=1C=CC(=C(C1)C(CC(CNC1=C2C=NN(C2=CC(=C1)C)C=1C=C(C(=O)OCC2=CC=CC=C2)C=CC1)(C(F)(F)F)O)(C)C)OC (Phenylmethyl 3-(4-{[4-[5-fluoro-2-(methyloxy)phenyl]-2-hydroxy-4-methyl-2-(trifluoromethyl)pentyl]amino}-6-methyl-1H-indazol-1-yl)benzoate). Isolated yield 65.3%. RXN SMILES: [F:1][C:2]1[CH:3]=[CH:4][C:5]([O:19][CH3:20])=[C:6]([C:8]([CH3:18])([CH3:17])[CH2:9][C:10]2([C:13]([F:16])([F:15])[F:14])[CH2:12][O:11]2)[CH:7]=1.[NH2:21][C:22]1[CH:30]=[C:29]([CH3:31])[CH:28]=[C:27]2[C:23]=1[CH:24]=[N:25][N:26]2[C:32]1[CH:33]=[C:34]([CH:45]=[CH:46][CH:47]=1)[C:35]([O:37][CH2:38][C:39]1[CH:44]=[CH:43][CH:42]=[CH:41][CH:40]=1)=[O:36].[O-]S(C(F)(F)F)(=O)=O.[Yb+3].[O-]S(C(F)(F)F)(=O)=O.[O-]S(C(F)(F)F)(=O)=O>C(#N)C>[F:1][C:2]1[CH:3]=[CH:4][C:5]([O:19][CH3:20])=[C:6]([C:8]([CH3:18])([CH3:17])[CH2:9][C:10]([OH:11])([C:13]([F:16])([F:15])[F:14])[CH2:12][NH:21][C:22]2[CH:30]=[C:29]([CH3:31])[CH:28]=[C:27]3[C:23]=2[CH:24]=[N:25][N:26]3[C:32]2[CH:33]=[C:34]([CH:45]=[CH:46][CH:47]=2)[C:35]([O:37][CH2:38][C:39]2[CH:40]=[CH:41][CH:42]=[CH:43][CH:44]=2)=[O:36])[CH:7]=1 |f:2.3.4.5|. Procedure: A mixture of racemic 2-{2-[5-fluoro-2-(methyloxy)phenyl]-2-methylpropyl}-2-(trifluoromethyl)oxirane (which may be prepared according to WO 04/063163, 350 mg, 1.2 mmol), phenylmethyl 3-(4-amino-6-methyl-1H-indazol-1-yl)benzoate (Intermediate 29, 357 mg, 1.0 mmol) and ytterbium(III) triflate (124 mg, 0.2 mmol) in acetonitrile (2 mL) was heated at 85° C. for 18 hours when the temperature was raised to reflux temperature and heating continued for a further 21 hours. The mixture was cooled to room te...